Dataset: the Open Reaction Database (ORD), a public repository of structured organic reaction records. Task: describe an organic reaction: reactants, conditions, products, and yield Starting materials: ClC(=O)OC (methyl chloroformate), C(C#C)N (propargylamine), BrCC(=O)C1=CC=C(C=C1)Cl (2-bromo-4'-chloroacetophenone), whereon, N1=CC=CC=C1 (pyridine). The solvent is C(Cl)Cl (methylene chloride), C(Cl)Cl (methylene chloride). Run at temperature -20 celsius, time 1 hour. The product is C(C#C)N(C(=O)OC)CC(=O)C1=CC=C(C=C1)Cl (2-(N-propargyl-N-carbomethoxyamino)-4'-chloroacetophenone). As a reaction SMILES: [CH2:1]([NH2:4])[C:2]#[CH:3].Br[CH2:6][C:7]([C:9]1[CH:14]=[CH:13][C:12]([Cl:15])=[CH:11][CH:10]=1)=[O:8].Cl[C:17]([O:19][CH3:20])=[O:18].N1C=CC=CC=1>C(Cl)Cl>[CH2:1]([N:4]([CH2:6][C:7]([C:9]1[CH:14]=[CH:13][C:12]([Cl:15])=[CH:11][CH:10]=1)=[O:8])[C:17]([O:19][CH3:20])=[O:18])[C:2]#[CH:3]. Procedure details: To 25 g (454 mmole) of propargylamine in 200 ml of methylene chloride cooled to -40° C. was rapidly added 46 g (200 mmole) of 2-bromo-4'-chloroacetophenone dissolved in 200 ml of methylene chloride. The temperature rose to 0° C. and was maintained there for 15 minutes. The reaction mixture was washed with 250 ml of 1M sodium hydroxide and recooled to -20° C. whereon 22 g (233 mmole) of methyl chloroformate was added while maintaining an internal temperature of -20° C., then 20 g (253 mmole) of p... The reactants are NN (hydrazine), FC(C=1C=C(C=CC1)C(C(CC(C1CCN(CC1)C(=O)OCC1=CC=CC=C1)=O)C1=CC(=NC=C1)F)=O)(F)F (4-(3-trifluoromethylphenyl)-4-oxo-3-(2-fluoropyridin-4-yl)-1-oxo-1-(N-carbobenzoxypiperidin-4-yl)butane), C(#N)C1=C(C(=O)C(=C(C1=O)Cl)Cl)C#N (DDQ). Solvent: CCO (EtOH). Run at time 2 hour. Product: FC(C=1C=C(C=CC1)C=1N=NC(=CC1C1=CC(=NC=C1)F)C1CCN(CC1)C(=O)OCC1=CC=CC=C1)(F)F (3-(3-trifluoromethylphenyl) 4-(2-fluoropyridin-4-yl)-6-(N-carbobenzoxypiperidin-4-yl)pyridazine). The yield is 72.7%. RXN SMILES: [F:1][C:2]([F:39])([F:38])[C:3]1[CH:4]=[C:5]([C:9](=O)[CH:10]([C:30]2[CH:35]=[CH:34][N:33]=[C:32]([F:36])[CH:31]=2)[CH2:11][C:12](=O)[CH:13]2[CH2:18][CH2:17][N:16]([C:19]([O:21][CH2:22][C:23]3[CH:28]=[CH:27][CH:26]=[CH:25][CH:24]=3)=[O:20])[CH2:15][CH2:14]2)[CH:6]=[CH:7][CH:8]=1.[NH2:40][NH2:41].C(C1C(=O)C(Cl)=C(Cl)C(=O)C=1C#N)#N>CCO>[F:38][C:2]([F:39])([F:1])[C:3]1[CH:4]=[C:5]([C:9]2[N:40]=[N:41][C:12]([CH:13]3[CH2:14][CH2:15][N:16]([C:19]([O:21][CH2:22][C:23]4[CH:28]=[CH:27][CH:26]=[CH:25][CH:24]=4)=[O:20])[CH2:17][CH2:18]3)=[CH:11][C:10]=2[C:30]2[CH:35]=[CH:34][N:33]=[C:32]([F:36])[CH:31]=2)[CH:6]=[CH:7][CH:8]=1. Reported procedure: Under Ar, a solution of 19 (8.8 g, 14.1 mmol) in EtOH (270 mL) was stirred at room temperature and treated with hydrazine (1.4 g, 42.1 mmol). After 2 h, the reaction was concentrated to dryness. The reaction was partitioned between H2O and EtOAc (3×). The organic extracts were backwashed with brine, dried, filtered and concentrated to dryness. The residue was dissolved in toluene (400 mL) and treated with DDQ (3.4 g, 14.9 mmol). After stirring at room temperature for 3 h, the reaction was concen... Reactants: C(C)OC(CCC1=C(C=C(C=C1)OC1=CC(=CC(=C1)C)OC1=C(C=C(C=C1)C(F)(F)F)Br)C)=O (3-{4-[3-(2-bromo-4-trifluoromethyl-phenoxy)-5-methyl-phenoxy]-2-methyl-phenyl}-propionic acid ethyl ester), OC1=NC=CC=C1 (2-hydroxypyridine). Yields the product CC1=C(C=CC(=C1)OC1=CC(=CC(=C1)OC1=C(C=C(C=C1)C(F)(F)F)N1C(C=CC=C1)=O)C)CCC(=O)O (3-(2-Methyl-4-{3-methyl-5-[2-(2-oxo-2H-pyridin-1-yl)-4-trifluoromethyl-phenoxy]-phenoxy}-phenyl)-propionic acid). As a reaction SMILES: C([O:3][C:4](=[O:34])[CH2:5][CH2:6][C:7]1[CH:12]=[CH:11][C:10]([O:13][C:14]2[CH:19]=[C:18]([CH3:20])[CH:17]=[C:16]([O:21][C:22]3[CH:27]=[CH:26][C:25]([C:28]([F:31])([F:30])[F:29])=[CH:24][C:23]=3Br)[CH:15]=2)=[CH:9][C:8]=1[CH3:33])C.[OH:35][C:36]1[CH:41]=[CH:40][CH:39]=[CH:38][N:37]=1>>[CH3:33][C:8]1[CH:9]=[C:10]([O:13][C:14]2[CH:15]=[C:16]([O:21][C:22]3[CH:27]=[CH:26][C:25]([C:28]([F:29])([F:30])[F:31])=[CH:24][C:23]=3[N:37]3[CH:38]=[CH:39][CH:40]=[CH:41][C:36]3=[O:35])[CH:17]=[C:18]([CH3:20])[CH:19]=2)[CH:11]=[CH:12][C:7]=1[CH2:6][CH2:5][C:4]([OH:3])=[O:34]. Procedure: The title compound is prepared by reacting the compound of 3-{4-[3-(2-bromo-4-trifluoromethyl-phenoxy)-5-methyl-phenoxy]-2-methyl-phenyl}-propionic acid ethyl ester with 2-hydroxypyridine as in Example 45 to afford 0.010 g (8%). 1H NMR (400 MHz, CDCl3); MS (ES+) m/z mass calculated for C29H24NO5F3 523, found 524 (M+1, 100%). As a reaction SMILES: [CH:1]1[C:6]([OH:7])=[CH:5][CH:4]=[C:3]([CH3:8])[CH:2]=1.[CH3:9][S:10]C1C=CC(O)=CC=1>>[CH3:9][S:10][C:1]1[CH:2]=[C:3]([CH3:8])[CH:4]=[CH:5][C:6]=1[OH:7]. The product is CSC1=C(C=CC(=C1)C)O (2-methylthio-4-methylphenol). Procedure details: p-Cresol (1.2 g, 0.01 mole), para-(methylthio)phenol (3.0 g, 0.02 mole), and H ELZ-20 from Example 27 (1.0 g) were combined and heated at 176° C. for 14 hours. The mixture was cooled to room temperature and filtered. The catalyst was washed several times with ether. The filtrate and ether washings were combined, and volatiles were removed on a rotary flash evaporator. GC analysis indicated the presence of 2-methylthio-4-methylphenol (0.9 g, 56% yield). Run at temperature 176 celsius. Yield: 58.4%. Starting materials: C1=CC(=CC=C1O)C (p-Cresol), CSC1=CC=C(C=C1)O (para-(methylthio)phenol), Example 27. The reactants are FC(CNC(=O)NC=1C=C(C=CC1)N1C=NC2=C1C=CC(=C2)C=2C=NN(C2)C2CCN(CC2)C(=O)OC(C)(C)C)(F)F (tert-butyl 4-(4-{1-[3-({[(2,2,2-trifluoroethyl)amino]carbonyl}amino)phenyl]-1H-benzimidazol-5-yl}-1H-pyrazol-1-yl)piperidine-1-carboxylate), Cl (hydrogen chloride), O1CCOCC1 (dioxane). The solvent is C(C)(=O)OCC (ethyl acetate). The product is N1CCC(CC1)N1N=CC(=C1)C1=CC2=C(N(C=N2)C=2C=C(C=CC2)NC(=O)NCC(F)(F)F)C=C1 (N-{3-[5-(1-piperidin-4-yl-1H-pyrazol-4-yl)-1H-benzimidazol-1-yl]phenyl}-N′-(2,2,2-trifluoroethyl)urea), Cl (HCl). Reaction SMILES: [F:1][C:2]([F:42])([F:41])[CH2:3][NH:4][C:5]([NH:7][C:8]1[CH:9]=[C:10]([N:14]2[C:18]3[CH:19]=[CH:20][C:21]([C:23]4[CH:24]=[N:25][N:26]([CH:28]5[CH2:33][CH2:32][N:31](C(OC(C)(C)C)=O)[CH2:30][CH2:29]5)[CH:27]=4)=[CH:22][C:17]=3[N:16]=[CH:15]2)[CH:11]=[CH:12][CH:13]=1)=[O:6].[ClH:43].O1CCOCC1>C(OCC)(=O)C>[NH:31]1[CH2:30][CH2:29][CH:28]([N:26]2[CH:27]=[C:23]([C:21]3[CH:20]=[CH:19][C:18]4[N:14]([C:10]5[CH:9]=[C:8]([NH:7][C:5]([NH:4][CH2:3][C:2]([F:1])([F:42])[F:41])=[O:6])[CH:13]=[CH:12][CH:11]=5)[CH:15]=[N:16][C:17]=4[CH:22]=3)[CH:24]=[N:25]2)[CH2:33][CH2:32]1.[ClH:43]. Reported procedure: To a solution of tert-butyl 4-(4-{1-[3-({[(2,2,2-trifluoroethyl)amino]carbonyl}amino)phenyl]-1H-benzimidazol-5-yl}-1H-pyrazol-1-yl)piperidine-1-carboxylate (130 mg, 0.22 mmol) in ethyl acetate (2 mL) was added 4.0 M hydrogen chloride in dioxane (0.22 mL, 0.89 mmol). The suspension was stirred at r.t. 2 h. and then concentrated under reduced pressure to afford the desired compound as HCl salt. LCMS (M+H)+: m/z=484.2. Starting materials: CC(=O)O[BH-](OC(C)=O)OC(C)=O, CC[N+](CC)(CC)CC, CC(=O)O, CC=O, ClCCl, CC(C(=O)N1CCCC(N)C1)N1CCC(NS(=O)(=O)c2ccc3cc(Cl)ccc3c2)C1=O. Yields the product CCNC1CCCN(C(=O)C(C)N2CCC(NS(=O)(=O)c3ccc4cc(Cl)ccc4c3)C2=O)C1. RXN SMILES: [C:40]([O:41][BH-:42]([O:43][C:44](=[O:45])[CH3:46])[O:47][C:48](=[O:49])[CH3:50])(=[O:51])[CH3:52].[CH2:53]([N+:54]([CH2:55][CH3:56])([CH2:57][CH3:58])[CH2:59][CH3:60])[CH3:61].[CH3:4][C:5](=[O:6])[OH:7].[CH:1]([CH3:2])=[O:3].[Cl:62][CH2:63][Cl:64].[NH2:8][CH:9]1[CH2:10][N:11]([C:15]([CH:16]([CH3:17])[N:18]2[C:19](=[O:38])[CH:20]([NH:23][S:24](=[O:25])(=[O:26])[c:27]3[cH:28][c:29]4[cH:30][cH:31][c:32]([Cl:37])[cH:33][c:34]4[cH:35][cH:36]3)[CH2:21][CH2:22]2)=[O:39])[CH2:12][CH2:13][CH2:14]1>>[CH2:1]([CH3:2])[NH:8][CH:9]1[CH2:10][N:11]([C:15]([CH:16]([CH3:17])[N:18]2[C:19](=[O:38])[CH:20]([NH:23][S:24](=[O:25])(=[O:26])[c:27]3[cH:28][c:29]4[cH:30][cH:31][c:32]([Cl:37])[cH:33][c:34]4[cH:35][cH:36]3)[CH2:21][CH2:22]2)=[O:39])[CH2:12][CH2:13][CH2:14]1. Starting materials: C([C@H](O)[C@@H](O)C(=O)O)(=O)O (L-tartaric acid), O.O.O.C[C@@H]1[C@@H](C[C@@H](C(N1CC(F)(F)F)=O)NC(=O)C=1C=C2C(=NC1)C[C@@]1(C(NC3=NC=CC=C31)=O)C2)C2=CC=CC=C2 ((S)—N-((3S,5S,6R)-6-methyl-2-oxo-5-phenyl-1-(2,2,2-trifluoroethyl)piperidine-3-yl)-2′-oxo-1′,2′,5,7-tetrahydrospiro[cyclopenta[b]pyridine-6,3′-pyrrolo[2,3-b]pyridine]-3-carboxamide trihydrate), O (water), O (water). The solvent is C(C)#N (acetonitrile). Run at time 3 hour. Yields the product C([C@H](O)[C@@H](O)C(=O)O)(=O)O.C[C@@H]1[C@@H](C[C@@H](C(N1CC(F)(F)F)=O)NC(=O)C=1C=C2C(=NC1)C[C@@]1(C(NC3=NC=CC=C31)=O)C2)C2=CC=CC=C2 ((S)—N-((3S,5S,6R)-6-methyl-2-oxo-5-phenyl-1-(2,2,2-trifluoroethyl)piperidine-3-yl)-2′-oxo-1′,2′,5,7-tetrahydrospiro[cyclopenta[b]pyridine-6,3′-pyrrolo[2,3-b]pyridine]-3-carboxamide L-tartaric acid). As a reaction SMILES: O.O.O.[CH3:4][C@H:5]1[N:10]([CH2:11][C:12]([F:15])([F:14])[F:13])[C:9](=[O:16])[C@@H:8]([NH:17][C:18]([C:20]2[CH:21]=[C:22]3[CH2:37][C@@:27]4([C:35]5[C:30](=[N:31][CH:32]=[CH:33][CH:34]=5)[NH:29][C:28]4=[O:36])[CH2:26][C:23]3=[N:24][CH:25]=2)=[O:19])[CH2:7][C@H:6]1[C:38]1[CH:43]=[CH:42][CH:41]=[CH:40][CH:39]=1.O.[C:45]([OH:54])(=[O:53])[C@@H:46]([C@H:48]([C:50]([OH:52])=[O:51])[OH:49])[OH:47]>C(#N)C>[C:45]([OH:54])(=[O:53])[C@@H:46]([C@H:48]([C:50]([OH:52])=[O:51])[OH:49])[OH:47].[CH3:4][C@H:5]1[N:10]([CH2:11][C:12]([F:15])([F:13])[F:14])[C:9](=[O:16])[C@@H:8]([NH:17][C:18]([C:20]2[CH:21]=[C:22]3[CH2:37][C@@:27]4([C:35]5[C:30](=[N:31][CH:32]=[CH:33][CH:34]=5)[NH:29][C:28]4=[O:36])[CH2:26][C:23]3=[N:24][CH:25]=2)=[O:19])[CH2:7][C@H:6]1[C:38]1[CH:39]=[CH:40][CH:41]=[CH:42][CH:43]=1 |f:0.1.2.3,7.8|. Procedure: To suspension of 500 mg of (S)—N-((3S,5S,6R)-6-methyl-2-oxo-5-phenyl-1-(2,2,2-trifluoroethyl)piperidine-3-yl)-2′-oxo-1′,2′,5,7-tetrahydrospiro[cyclopenta[b]pyridine-6,3′-pyrrolo[2,3-b]pyridine]-3-carboxamide trihydrate in 5 mL of acetonitrile was added 5 mL of water slowly. ˜2 mL of addition of water, it became homogeneous. 124 mg of L-tartaric acid was added and sonicated followed by stirring for 3 hours. Crystalline materials was filtered and dried overnight at 40° C. yielding crystalline (S)—...